Dataset: the Open Reaction Database (ORD), a public repository of structured organic reaction records. Task: describe an organic reaction: reactants, conditions, products, and yield Starting materials: C1(=CC=CC=C1)[Li] (phenyllithium), [Cl-].[NH4+] (ammonium chloride), COC1=C2CCC(C2=CC=C1)=O (4-methoxy-1-indanone), C1(=CC=CC=C1)[Li] (phenyllithium). Run in C1CCCCC1.CCOCC (cyclohexane ether), CCOCC (ether). Reaction conditions: time 1 hour. Product: COC1=C2CCC(C2=CC=C1)(O)C1=CC=CC=C1 (4-methoxy-1-phenyl-indan-1-ol). The yield is 104.4%. Reaction SMILES: [CH3:1][O:2][C:3]1[CH:11]=[CH:10][CH:9]=[C:8]2[C:4]=1[CH2:5][CH2:6][C:7]2=[O:12].[C:13]1([Li])[CH:18]=[CH:17][CH:16]=[CH:15][CH:14]=1.[Cl-].[NH4+]>CCOCC.C1CCCCC1.CCOCC>[CH3:1][O:2][C:3]1[CH:11]=[CH:10][CH:9]=[C:8]2[C:4]=1[CH2:5][CH2:6][C:7]2([C:13]1[CH:18]=[CH:17][CH:16]=[CH:15][CH:14]=1)[OH:12] |f:2.3,5.6|. Procedure: To a solution of 9.38 g (0.057 mol) of 4-methoxy-1-indanone in 250 mL of ether cooled to 0° C. was added dropwise over 5 min 33.72 mL (0.0607 mol) of 1.8M phenyllithium in cyclohexane/ether and the mixture was stirred at room temperature for 1 h. An additional (10 mL) phenyllithium solution was added and stirred at room temperature for 1 h. To the reaction mixture was added saturated ammonium chloride solution and the resulting mixture was extracted with ethyl acetate (3×100 mL), and the organic... Reactants: Cl (hydrochloric acid), CC1=C(C2=CC=CC=C2C=C1)C=1C=C(COC2=CC3=C(C(CO3)CC(=O)OC)C=C2)C=CC1 (methyl (6-{[3-(2-methyl-1-naphthyl)benzyl]oxy}-2,3-dihydro-1-benzofuran-3-yl)acetate), CO (methanol), [OH-].[Na+] (sodium hydroxide). The solvent is O (Water), O1CCCC1 (tetrahydrofuran). Run at time 20 hour. Yields the product CC1=C(C2=CC=CC=C2C=C1)C=1C=C(COC2=CC3=C(C(CO3)CC(=O)O)C=C2)C=CC1 ((6-{[3-(2-methyl-1-naphthyl)benzyl]oxy}-2,3-dihydro-1-benzofuran-3-yl)acetic acid). Yield: 55.1%. Reaction SMILES: [CH3:1][C:2]1[CH:11]=[CH:10][C:9]2[C:4](=[CH:5][CH:6]=[CH:7][CH:8]=2)[C:3]=1[C:12]1[CH:13]=[C:14]([CH:31]=[CH:32][CH:33]=1)[CH2:15][O:16][C:17]1[CH:30]=[CH:29][C:20]2[CH:21]([CH2:24][C:25]([O:27]C)=[O:26])[CH2:22][O:23][C:19]=2[CH:18]=1.CO.[OH-].[Na+].Cl>O.O1CCCC1>[CH3:1][C:2]1[CH:11]=[CH:10][C:9]2[C:4](=[CH:5][CH:6]=[CH:7][CH:8]=2)[C:3]=1[C:12]1[CH:13]=[C:14]([CH:31]=[CH:32][CH:33]=1)[CH2:15][O:16][C:17]1[CH:30]=[CH:29][C:20]2[CH:21]([CH2:24][C:25]([OH:27])=[O:26])[CH2:22][O:23][C:19]=2[CH:18]=1 |f:2.3|. Procedure: To a solution of methyl (6-{[3-(2-methyl-1-naphthyl)benzyl]oxy}-2,3-dihydro-1-benzofuran-3-yl)acetate (0.801 g, 1.90 mmol) in a mixed solvent of methanol (6 mL) and tetrahydrofuran (6 mL) was added 2 M aqueous sodium hydroxide solution (3 mL), and the mixture was stirred at room temperature for 20 hr. Water was added to the reaction mixture, and the mixture was acidified with 1 M hydrochloric acid and extracted with ethyl acetate. The extract was washed with saturated brine, dried over anhydrous... Starting materials: P(Cl)(Cl)Cl (phosphorus trichloride), C(C)(C)(C)OC([C@@H](NC(C1=CC=C(C=C1)N)=O)CCC(=O)OC(C)(C)C)=O (4-aminobenzoyl-glutamic acid di-t-butyl ester), Example 10, C(CCCCCCCCCCCCCCCCC)NC(=O)OC(CSCCC(=O)O)COC(NCCCCCCCCCCCCCCCCCC)=O (6,7-bis(octadecylcarbamoyloxy)-4-thiaheptanoic acid). The solvent is N1=CC=CC=C1 (pyridine). Run at time 1 hour. The product is C(C)(C)(C)OC([C@@H](NC(C1=CC=C(C=C1)NC(CCSCC(COC(NCCCCCCCCCCCCCCCCCC)=O)OC(NCCCCCCCCCCCCCCCCCC)=O)=O)=O)CCC(=O)OC(C)(C)C)=O (4-[6,7-bis(octadecylcarbamoyloxy)-4-thiaheptanoylamino]benzoylglutamic acid di-t-butyl ester). Isolated yield 32.0%. Reaction SMILES: P(Cl)(Cl)Cl.[C:5]([O:9][C:10](=[O:31])[C@H:11]([CH2:22][CH2:23][C:24]([O:26][C:27]([CH3:30])([CH3:29])[CH3:28])=[O:25])[NH:12][C:13](=[O:21])[C:14]1[CH:19]=[CH:18][C:17]([NH2:20])=[CH:16][CH:15]=1)([CH3:8])([CH3:7])[CH3:6].[CH2:32]([NH:50][C:51]([O:53][CH:54]([CH2:62][O:63][C:64](=[O:84])[NH:65][CH2:66][CH2:67][CH2:68][CH2:69][CH2:70][CH2:71][CH2:72][CH2:73][CH2:74][CH2:75][CH2:76][CH2:77][CH2:78][CH2:79][CH2:80][CH2:81][CH2:82][CH3:83])[CH2:55][S:56][CH2:57][CH2:58][C:59](O)=[O:60])=[O:52])[CH2:33][CH2:34][CH2:35][CH2:36][CH2:37][CH2:38][CH2:39][CH2:40][CH2:41][CH2:42][CH2:43][CH2:44][CH2:45][CH2:46][CH2:47][CH2:48][CH3:49]>N1C=CC=CC=1>[C:5]([O:9][C:10](=[O:31])[C@H:11]([CH2:22][CH2:23][C:24]([O:26][C:27]([CH3:30])([CH3:29])[CH3:28])=[O:25])[NH:12][C:13](=[O:21])[C:14]1[CH:19]=[CH:18][C:17]([NH:20][C:59](=[O:60])[CH2:58][CH2:57][S:56][CH2:55][CH:54]([O:53][C:51](=[O:52])[NH:50][CH2:32][CH2:33][CH2:34][CH2:35][CH2:36][CH2:37][CH2:38][CH2:39][CH2:40][CH2:41][CH2:42][CH2:43][CH2:44][CH2:45][CH2:46][CH2:47][CH2:48][CH3:49])[CH2:62][O:63][C:64](=[O:84])[NH:65][CH2:66][CH2:67][CH2:68][CH2:69][CH2:70][CH2:71][CH2:72][CH2:73][CH2:74][CH2:75][CH2:76][CH2:77][CH2:78][CH2:79][CH2:80][CH2:81][CH2:82][CH3:83])=[CH:16][CH:15]=1)([CH3:7])([CH3:8])[CH3:6]. Reported procedure: To a solution of phosphorus trichloride (19 mg) in pyridine (4 ml), 4-aminobenzoyl-glutamic acid di-t-butyl ester (106 mg) was added, followed by stirring at room temperature for 1 hour. To this mixture, 6,7-bis(octadecylcarbamoyloxy)-4-thiaheptanoic acid as obtained in Reference Example 10 (216 mg) was added, followed by stirring at 50° C. for 1 hour. After solvent concentration under reduced pressure, the resulting residue was purified by silica gel preparative TLC (dichloromethane:methanol=50... Reported procedure: 4-Fluoroaniline was reacted with ethyl bromoacetate according to the procedure of Example 73, Step A. The resulting product was then reacted according to the procedures of Example 73, Steps B and C and Example 1, Step D, in sequence. The resulting product was then reacted with ethyl 3-(4-hydroxy-2-trifluoromethylphenyl)propanoate according to the procedures of Example 1, Step E and Step F, in sequence, to yield the title compound. Reactants: FC1=CC=C(N)C=C1 (4-Fluoroaniline), BrCC(=O)OCC (ethyl bromoacetate), OC1=CC(=C(C=C1)CCC(=O)OCC)C(F)(F)F (ethyl 3-(4-hydroxy-2-trifluoromethylphenyl)propanoate). Reaction SMILES: [F:1][C:2]1[CH:8]=[CH:7][C:5]([NH2:6])=[CH:4][CH:3]=1.Br[CH2:10][C:11]([O:13][CH2:14][CH3:15])=O.OC1C=[CH:21][C:20]([CH2:23][CH2:24][C:25]([O:27]CC)=[O:26])=[C:19]([C:30]([F:33])([F:32])[F:31])[CH:18]=1>>[F:1][C:2]1[CH:8]=[CH:7][C:5]([N:6]2[CH:21]=[CH:20][C:19]([C:30]([F:33])([F:32])[F:31])=[C:15]2[CH2:14][O:13][C:11]2[CH:10]=[CH:21][C:20]([CH2:23][CH2:24][C:25]([OH:27])=[O:26])=[C:19]([C:30]([F:31])([F:32])[F:33])[CH:18]=2)=[CH:4][CH:3]=1. Yields the product FC1=CC=C(C=C1)N1C(=C(C=C1)C(F)(F)F)COC1=CC(=C(C=C1)CCC(=O)O)C(F)(F)F (3-[4-{[1-(4-Fluorophenyl)-3-(trifluoromethyl)-1H-pyrrol-2-yl]methoxy}-2-(trifluoromethyl)phenyl]propanoic acid). Starting materials: Cl (hydrochloric acid), C1(C=2C(C(N1CCCCCCCCCC(C(=O)OC)(C)C)=O)=CC=CC2)=O (methyl 11-phthalimido-2,2-dimethylundecanoate), O.NN (hydrazine hydrate), Cl (hydrochloric acid), C([O-])([O-])=O.[Na+].[Na+] (sodium carbonate). The solvent is O (water), CO (methanol). Conditions: time 20 minute. Yields the product NCCCCCCCCCC(C(=O)OC)(C)C (methyl 11-amino-2,2-dimethylundecanoate). Yield: 67.8%. RXN SMILES: C1(=O)[N:5]([CH2:6][CH2:7][CH2:8][CH2:9][CH2:10][CH2:11][CH2:12][CH2:13][CH2:14][C:15]([CH3:21])([CH3:20])[C:16]([O:18][CH3:19])=[O:17])C(=O)C2=CC=CC=C12.O.NN.Cl.C(=O)([O-])[O-].[Na+].[Na+]>CO.O>[NH2:5][CH2:6][CH2:7][CH2:8][CH2:9][CH2:10][CH2:11][CH2:12][CH2:13][CH2:14][C:15]([CH3:21])([CH3:20])[C:16]([O:18][CH3:19])=[O:17] |f:1.2,4.5.6|. Procedure details: A solution of 15.4 g of methyl 11-phthalimido-2,2-dimethylundecanoate and 2.33 cm3 of 98% hydrazine hydrate in 500 cm3 of methanol is stirred for 12 hours at a temperature in the region of 20° C. 32 cm3 of 5N methanolic hydrochloric acid are added. The solvent is evaporated under reduced pressure (2.7 kPa) at a temperature in the region of 40° C. The residue is taken up in 150 cm3 of distilled water. After stirring for 20 minutes, the solid is separated by filtration and washed with a total of 9... Starting materials: CC(=O)O[BH-](OC(C)=O)OC(C)=O, CC(=O)O, Cc1cc(Cl)c2ccc(C=O)cc2n1, ClCCCl, N#Cc1ccc(N)cc1, [Na+]. Yields the product Cc1cc(Cl)c2ccc(CNc3ccc(C#N)cc3)cc2n1. As a reaction SMILES: [C:1]([O:2][BH-:3]([O:4][C:5](=[O:6])[CH3:7])[O:8][C:9](=[O:10])[CH3:11])(=[O:12])[CH3:13].[CH3:38][C:39](=[O:40])[OH:41].[Cl:15][c:16]1[cH:17][c:18]([CH3:28])[n:19][c:20]2[cH:21][c:22]([CH:26]=[O:27])[cH:23][cH:24][c:25]12.[Cl:42][CH2:43][CH2:44][Cl:45].[NH2:29][c:30]1[cH:31][cH:32][c:33]([C:34]#[N:35])[cH:36][cH:37]1.[Na+:14]>>[Cl:15][c:16]1[cH:17][c:18]([CH3:28])[n:19][c:20]2[cH:21][c:22]([CH2:26][NH:29][c:30]3[cH:31][cH:32][c:33]([C:34]#[N:35])[cH:36][cH:37]3)[cH:23][cH:24][c:25]12. Solvent: C(Cl)Cl (methylene chloride), C(Cl)Cl (methylene chloride). Run at time 3 hour. Reported procedure: To a solution of di-2-pyridyl thionocarbonate (0.393 mg) and dimethylaminopyridine (0.01 g) in methylene chloride (100 mL) is added dropwise over 30 minutes a solution of 5-amino-1-tert-butoxycarbonyl-7-fluoro-4-methylbenzimidazole (0.409 g) in methylene chloride (70 mL). The mixture is stirred at room temperature for 3 hours then rotary evaporated. The residue is purified by flash chromatography on silica gel, eluting with 10% ethyl acetate/hexane to afford 1 -tert-butoxycarbonyl-7-fluoro-4-met... Reaction SMILES: C1C=C(O[C:8](OC2N=CC=CC=2)=[S:9])N=CC=1.CN(C1C=CC=CN=1)C.[NH2:26][C:27]1[CH:42]=[C:41]([F:43])[C:30]2[N:31]([C:34]([O:36][C:37]([CH3:40])([CH3:39])[CH3:38])=[O:35])[CH:32]=[N:33][C:29]=2[C:28]=1[CH3:44]>C(Cl)Cl>[C:37]([O:36][C:34]([N:31]1[C:30]2[C:41]([F:43])=[CH:42][C:27]([N:26]=[C:8]=[S:9])=[C:28]([CH3:44])[C:29]=2[N:33]=[CH:32]1)=[O:35])([CH3:39])([CH3:40])[CH3:38]. The product is C(C)(C)(C)OC(=O)N1C=NC2=C1C(=CC(=C2C)N=C=S)F (1 -tert-butoxycarbonyl-7-fluoro-4-methyl-5-benzimidazolylisothiocyanate). The reactants are C1=CC=NC(=C1)OC(=S)OC2=CC=CC=N2 (di-2-pyridyl thionocarbonate), CN(C)C1=NC=CC=C1 (dimethylaminopyridine), NC1=C(C2=C(N(C=N2)C(=O)OC(C)(C)C)C(=C1)F)C (5-amino-1-tert-butoxycarbonyl-7-fluoro-4-methylbenzimidazole). Reactants: Cc1nccnc1Cl, O=c1n(Cl)c(=O)n(Cl)c(=O)n1Cl, ClC(Cl)Cl, NC(=O)c1ccccc1. Yields the product ClCc1nccnc1Cl. Reaction SMILES: [CH3:1][c:2]1[n:3][cH:4][cH:5][n:6][c:7]1[Cl:8].[Cl:18][n:19]1[c:20](=[O:21])[n:22]([Cl:23])[c:24](=[O:25])[n:26]([Cl:27])[c:28]1=[O:29].[Cl:30][CH:31]([Cl:32])[Cl:33].[NH2:9][C:10]([c:11]1[cH:12][cH:13][cH:14][cH:15][cH:16]1)=[O:17]>>[CH2:1]([c:2]1[n:3][cH:4][cH:5][n:6][c:7]1[Cl:8])[Cl:18]. The reactants are C1(=CC=CC=C1)S(=O)(=O)OCCC1=CC=CC2=CC=C(C=C12)OC (7-methoxy-1-naphthylethyl Benzene Sulfonate), C1(C=2C(C(N1)=O)=CC=CC2)=O.[K] (potassium phthalimide), C(C)#N (acetonitrile). Run in O (water). Product: COC1=CC=C2C=CC=C(C2=C1)CCN1C(C=2C(C1=O)=CC=CC2)=O (N-[2-(7-methoxy-1-naphthyl)ethyl]phthalimide). Yield: 84.6%. As a reaction SMILES: C1(S(O[CH2:11][CH2:12][C:13]2[C:22]3[C:17](=[CH:18][CH:19]=[C:20]([O:23][CH3:24])[CH:21]=3)[CH:16]=[CH:15][CH:14]=2)(=O)=O)C=CC=CC=1.[C:25]1(=[O:35])[NH:29][C:28](=[O:30])[C:27]2=[CH:31][CH:32]=[CH:33][CH:34]=[C:26]12.[K].C(#N)C>O>[CH3:24][O:23][C:20]1[CH:21]=[C:22]2[C:17]([CH:16]=[CH:15][CH:14]=[C:13]2[CH2:12][CH2:11][N:29]2[C:28](=[O:30])[C:27]3=[CH:31][CH:32]=[CH:33][CH:34]=[C:26]3[C:25]2=[O:35])=[CH:18][CH:19]=1 |f:1.2,^1:35|. Procedure details: The compound IV (14 g, 0.041 mol) produced as described above and potassium phthalimide (9.3 g, 0.050 mol) were added into a reaction vessel, and acetonitrile (150 ml) was added. The mixture was heated and refluxed for 4 hours. After cooling it to room temperature, 200 ml of water was added, and the mixture was stirred and filtered. The filter cake formed was washed with water and dried, to produce 11.5 g of N-[2-(7-methoxy-1-naphthyl)ethyl]phthalimide (II). The yield was 85%. The melting point ...